Dataset: the Open Reaction Database (ORD), a public repository of structured organic reaction records. Task: describe an organic reaction: reactants, conditions, products, and yield Reactants: BrC=1C2=C(SC1)C(=CC=C2)C (3-bromo-7-methylbenzo[b]thiophene), C(F)(F)(F)C(=O)O[Na] (CF3COONa), CN1C(CCC1)=O (1-methylpyrrolidone). The reagents and catalysts are [Cu]I (CuI). Solvent: O (water). Conditions: time 1 hour. Product: CC1=CC=CC2=C1SC=C2C(F)(F)F (7-Methyl-3-trifluoromethylbenzo[b]thiophene). As a reaction SMILES: Br[C:2]1[C:3]2[CH:10]=[CH:9][CH:8]=[C:7]([CH3:11])[C:4]=2[S:5][CH:6]=1.[C:12](C(O[Na])=O)([F:15])([F:14])[F:13].CN1CCCC1=O>[Cu]I.O>[CH3:11][C:7]1[C:4]2[S:5][CH:6]=[C:2]([C:12]([F:15])([F:14])[F:13])[C:3]=2[CH:10]=[CH:9][CH:8]=1. Reported procedure: A mixture of 2 g of 3-bromo-7-methylbenzo[b]thiophene, 4.8 g of CF3COONa, 3 g CuI and 20 ml of 1-methylpyrrolidone are vigorously stirred and heated at 160°. After a short while evolution of gas commences. Stirring is continued for one hour at 160° and a further hour at 180°. After cooling the reaction mixture is poured into water, extracted with ether/hexane (1/1) and the organic phase washed, dried and concentrated under vacuum. The raw product is chromatographed over silica gel (eluant: n-hex...